Dataset: the Open Reaction Database (ORD), a public repository of structured organic reaction records. Task: describe an organic reaction: reactants, conditions, products, and yield Reactants: CC1=C(C(C(=C(C1=O)C)C)=O)C(CCCCCC(=O)OC1=CC=C(C=C1)[N+](=O)[O-])C1=CC=CC=C1 (p-nitrophenyl 7-(3,5,6-trimethyl-1,4-benzoquinon-2yl)-7-phenyl-heptanate), N (ammonia). Solvent: O1CCCC1 (tetrahydrofuran). Reaction conditions: time 4 hour. The product is CC1=C(C(C(=C(C1=O)C)C)=O)C(CCCCCC(=O)N)C1=CC=CC=C1 (7-(3,5,6-trimethyl-1,4-benzoquinon-2-yl)-7-phenylheptanamide). The yield is 87.0%. As a reaction SMILES: [CH3:1][C:2]1[C:7](=[O:8])[C:6]([CH3:9])=[C:5]([CH3:10])[C:4](=[O:11])[C:3]=1[CH:12]([C:30]1[CH:35]=[CH:34][CH:33]=[CH:32][CH:31]=1)[CH2:13][CH2:14][CH2:15][CH2:16][CH2:17][C:18](OC1C=CC([N+]([O-])=O)=CC=1)=[O:19].[NH3:36]>O1CCCC1>[CH3:1][C:2]1[C:7](=[O:8])[C:6]([CH3:9])=[C:5]([CH3:10])[C:4](=[O:11])[C:3]=1[CH:12]([C:30]1[CH:31]=[CH:32][CH:33]=[CH:34][CH:35]=1)[CH2:13][CH2:14][CH2:15][CH2:16][CH2:17][C:18]([NH2:36])=[O:19]. Procedure: To a stirred solution of p-nitrophenyl 7-(3,5,6-trimethyl-1,4-benzoquinon-2yl)-7-phenyl-heptanate (0.71 g, 1.5 mmoles) in tetrahydrofuran (7 ml) was added concentrated ammonia (1.0 ml) at room temperature and kept stirring for 4 hours. After the reaction was completed, the solvent was evaporated in a reduced pressure. To the residue was added aqueous potassium carbonate and then extracted with ethylacetate. The organic layer was washed with water, dried over magnesium sulfate. Evaporation of the... Starting materials: CC(=O)Nc1ccc(C=O)cc1, CC(=O)O, [O-]Cl, [Na+], O. The product is CC(=O)Nc1ccc(C=O)cc1Cl. Reaction SMILES: [C:1]([CH3:2])(=[O:3])[NH:4][c:5]1[cH:6][cH:7][c:8]([CH:9]=[O:10])[cH:11][cH:12]1.[CH3:17][C:18](=[O:19])[OH:20].[Cl:13][O-:14].[Na+:15].[OH2:16]>>[C:1]([CH3:2])(=[O:3])[NH:4][c:5]1[c:6]([Cl:13])[cH:7][c:8]([CH:9]=[O:10])[cH:11][cH:12]1. The reactants are ClC1=CC=C(C=C1)O (4-chlorophenol), [H-].[Na+] (sodium hydride), oil, ClC1=CC(=C(C(=O)O)C=C1Cl)[N+](=O)[O-] (4,5-dichloro-2-nitrobenzoic acid), ice water, Cl (hydrochloric acid). Solvent: COCCOCCOC (diglyme), COCCOCCOC (diglyme), COCCOCCOC (diglyme). Reaction conditions: temperature 10 celsius. Product: ClC1=CC(=C(C(=O)O)C=C1OC1=CC=C(C=C1)Cl)[N+](=O)[O-] (4-Chloro-5-(4-chlorophenoxy)-2-nitrobenzoic Acid). Reaction SMILES: [H-].[Na+].[Cl:3][C:4]1[CH:9]=[CH:8][C:7]([OH:10])=[CH:6][CH:5]=1.[Cl:11][C:12]1[C:20](Cl)=[CH:19][C:15]([C:16]([OH:18])=[O:17])=[C:14]([N+:22]([O-:24])=[O:23])[CH:13]=1.Cl>COCCOCCOC>[Cl:11][C:12]1[C:20]([O:10][C:7]2[CH:8]=[CH:9][C:4]([Cl:3])=[CH:5][CH:6]=2)=[CH:19][C:15]([C:16]([OH:18])=[O:17])=[C:14]([N+:22]([O-:24])=[O:23])[CH:13]=1 |f:0.1|. Procedure: To 30 ml of dry diglyme under a nitrogen atmosphere was added 0.960 g (0.02 mol) of sodium hydride dispersion in mineral oil (50%). The solution was cooled to 10° C. and 1.28 g (0.01M) 4-chlorophenol in 15 ml of dry diglyme was added dropwise while maintaining the temperature at 10° C. This was followed by the dropwise addition of 2.36 g (0.01 mol) of 4,5-dichloro-2-nitrobenzoic acid in 15 ml of dry diglyme. The reaction mixture was then heated to 153° C. (oil bath) for 1 hour and 45 minutes. Th...